Dataset: the Open Reaction Database (ORD), a public repository of structured organic reaction records. Task: describe an organic reaction: reactants, conditions, products, and yield Reactants: [BH4-], CCOCC, [Cl-], [Cl-], CCOC(=O)C(Cc1ccc(C(F)(F)F)cc1)C(=O)c1ccc(Cl)nc1, Cl, [Na+], [Zn+2]. Yields the product CCOC(=O)C(Cc1ccc(C(F)(F)F)cc1)C(O)c1ccc(Cl)nc1. As a reaction SMILES: [BH4-:1].[CH3:30][CH2:31][O:32][CH2:33][CH3:34].[Cl-:35].[Cl-:37].[Cl:3][c:4]1[cH:5][cH:6][c:7]([C:10]([CH:11]([C:12](=[O:13])[O:14][CH2:15][CH3:16])[CH2:17][c:18]2[cH:19][cH:20][c:21]([C:24]([F:25])([F:26])[F:27])[cH:22][cH:23]2)=[O:28])[cH:8][n:9]1.[ClH:29].[Na+:2].[Zn+2:36]>>[Cl:3][c:4]1[cH:5][cH:6][c:7]([CH:10]([CH:11]([C:12](=[O:13])[O:14][CH2:15][CH3:16])[CH2:17][c:18]2[cH:19][cH:20][c:21]([C:24]([F:25])([F:26])[F:27])[cH:22][cH:23]2)[OH:28])[cH:8][n:9]1. Reactants: CCO[Si](CCCBr)(OCC)OCC, CCO, [N-]=[N+]=[N-], [Na+]. Reaction SMILES: [Br:1][CH2:2][CH2:3][CH2:4][Si:5]([O:6][CH2:7][CH3:8])([O:9][CH2:10][CH3:11])[O:12][CH2:13][CH3:14].[CH3:19][CH2:20][OH:21].[N-:16]=[N+:17]=[N-:18].[Na+:15]>>[CH2:2]([CH2:3][CH2:4][Si:5]([O:6][CH2:7][CH3:8])([O:9][CH2:10][CH3:11])[O:12][CH2:13][CH3:14])[N:16]=[N+:17]=[N-:18]. Yields the product CCO[Si](CCCN=[N+]=[N-])(OCC)OCC. The reactants are CC(C)[Si](Oc1ccc2[nH]c3c(c2c1)CCN(C(=O)OC(C)(C)C)C3)(C(C)C)C(C)C, CCOCC, CC(C)(C)[O-], CI, [K+], C1COCCOCCOCCOCCOCCO1, c1ccc2[nH]ccc2c1. The product is CC(C)[Si](Oc1ccc2c(c1)c1c(n2C)CN(C(=O)OC(C)(C)C)CC1)(C(C)C)C(C)C. As a reaction SMILES: [C:1]([CH3:2])([CH3:3])([CH3:4])[O:5][C:6](=[O:7])[N:8]1[CH2:9][c:10]2[nH:11][c:12]3[cH:13][cH:14][c:15]([O:21][Si:22]([CH:23]([CH3:24])[CH3:25])([CH:26]([CH3:27])[CH3:28])[CH:29]([CH3:30])[CH3:31])[cH:16][c:17]3[c:18]2[CH2:19][CH2:20]1.[CH2:67]([O:68][CH2:69][CH3:70])[CH3:71].[CH3:32][C:33]([CH3:34])([O-:35])[CH3:36].[I:56][CH3:57].[K+:37].[O:38]1[CH2:39][CH2:40][O:41][CH2:42][CH2:43][O:44][CH2:45][CH2:46][O:47][CH2:48][CH2:49][O:50][CH2:51][CH2:52][O:53][CH2:54][CH2:55]1.[nH:58]1[c:59]2[c:60]([cH:61][cH:62][cH:63][cH:64]2)[cH:65][cH:66]1>>[C:1]([CH3:2])([CH3:3])([CH3:4])[O:5][C:6](=[O:7])[N:8]1[CH2:9][c:10]2[n:11]([CH3:32])[c:12]3[cH:13][cH:14][c:15]([O:21][Si:22]([CH:23]([CH3:24])[CH3:25])([CH:26]([CH3:27])[CH3:28])[CH:29]([CH3:30])[CH3:31])[cH:16][c:17]3[c:18]2[CH2:19][CH2:20]1. Starting materials: CCCC(=O)c1cnc2c(O)cccc2c1Nc1ccccc1C, CC(C)(C)[O-], OCCOCCCl, [K+], C1CCOC1. The product is CCCC(=O)c1cnc2c(OCCOCCO)cccc2c1Nc1ccccc1C. As a reaction SMILES: [C:1]([CH2:2][CH2:3][CH3:4])(=[O:5])[c:6]1[cH:7][n:8][c:9]2[c:10]([OH:24])[cH:11][cH:12][cH:13][c:14]2[c:15]1[NH:16][c:17]1[c:18]([CH3:23])[cH:19][cH:20][cH:21][cH:22]1.[CH3:25][C:26]([CH3:27])([O-:28])[CH3:29].[Cl:31][CH2:32][CH2:33][O:34][CH2:35][CH2:36][OH:37].[K+:30].[O:38]1[CH2:39][CH2:40][CH2:41][CH2:42]1>>[C:1]([CH2:2][CH2:3][CH3:4])(=[O:5])[c:6]1[cH:7][n:8][c:9]2[c:10]([O:24][CH2:32][CH2:33][O:34][CH2:35][CH2:36][OH:37])[cH:11][cH:12][cH:13][c:14]2[c:15]1[NH:16][c:17]1[c:18]([CH3:23])[cH:19][cH:20][cH:21][cH:22]1. Starting materials: COC1=CC=C(C=C1)N(S(=O)(=O)C1=CC=C(C(=O)O)C=C1)C (4-(N-(4-methoxyphenyl)-N-methylsulfamoyl)benzoic acid), NC1=CC=NC=C1 (4-aminopyridine). The product is COC1=CC=C(C=C1)N(S(=O)(=O)C1=CC=C(C(=O)NC2=CC=NC=C2)C=C1)C (4-(N-(4-methoxyphenyl)-N-methylsulfamoyl)-N-(pyridin-4-yl)benzamide). As a reaction SMILES: [CH3:1][O:2][C:3]1[CH:8]=[CH:7][C:6]([N:9]([CH3:22])[S:10]([C:13]2[CH:21]=[CH:20][C:16]([C:17](O)=[O:18])=[CH:15][CH:14]=2)(=[O:12])=[O:11])=[CH:5][CH:4]=1.[NH2:23][C:24]1[CH:29]=[CH:28][N:27]=[CH:26][CH:25]=1>>[CH3:1][O:2][C:3]1[CH:8]=[CH:7][C:6]([N:9]([CH3:22])[S:10]([C:13]2[CH:14]=[CH:15][C:16]([C:17]([NH:23][C:24]3[CH:29]=[CH:28][N:27]=[CH:26][CH:25]=3)=[O:18])=[CH:20][CH:21]=2)(=[O:11])=[O:12])=[CH:5][CH:4]=1. Procedure details: 4-(N-(4-methoxyphenyl)-N-methylsulfamoyl)benzoic acid (7) (100 mg, 0.31 mmol) was treated with 4-aminopyridine (24 mg, 0.26 mmol) using method C. The residue was purified using flash chromatography eluting with 0-70% EtOAc in hexanes. The resulting solid was triturated with dichloromethane/hexanes to give 4-(N-(4-methoxyphenyl)-N-methylsulfamoyl)-N-(pyridin-4-yl)benzamide as an off white solid. Yield: 67 mg (65%). 1H-NMR: 10.82 (s, 1H), 8.51 (d, J=6.0 Hz, 2H), 8.12 (d, J=8.5 Hz, 2H), 7.78 (d, J=... The reactants are [Li+].[OH-] (LiOH), C(C)(C)(C)OC(CCN(C)C(C1=CC=C(C=C1)OC(CC1CCCCC1)C1=CC=C(C=C1)C1=CC=C(C=C1)C(F)(F)F)=O)=O ((±)-3-({4-[2-cyclohexyl-1-(4′-trifluoromethyl-biphenyl-4-yl)-ethoxy]-benzoyl}-methyl-amino)-propionic acid tert-butyl ester), Cl (HCl). The solvent is O (water), C1CCOC1 (THF). Run at temperature 70 celsius, time 8 hour. The product is C1(CCCCC1)CC(OC1=CC=C(C(=O)N(CCC(=O)O)C)C=C1)C1=CC=C(C=C1)C1=CC=C(C=C1)C(F)(F)F ((±)-3-({4-[2-cyclohexyl-1-(4′-trifluoromethyl-biphenyl-4-yl)-ethoxy]-benzoyl}-methyl-amino)-propionic acid). The yield is 69.2%. As a reaction SMILES: C([O:5][C:6](=[O:44])[CH2:7][CH2:8][N:9]([C:11](=[O:43])[C:12]1[CH:17]=[CH:16][C:15]([O:18][CH:19]([C:27]2[CH:32]=[CH:31][C:30]([C:33]3[CH:38]=[CH:37][C:36]([C:39]([F:42])([F:41])[F:40])=[CH:35][CH:34]=3)=[CH:29][CH:28]=2)[CH2:20][CH:21]2[CH2:26][CH2:25][CH2:24][CH2:23][CH2:22]2)=[CH:14][CH:13]=1)[CH3:10])(C)(C)C.[Li+].[OH-].Cl>C1COCC1.O>[CH:21]1([CH2:20][CH:19]([C:27]2[CH:28]=[CH:29][C:30]([C:33]3[CH:38]=[CH:37][C:36]([C:39]([F:40])([F:41])[F:42])=[CH:35][CH:34]=3)=[CH:31][CH:32]=2)[O:18][C:15]2[CH:16]=[CH:17][C:12]([C:11]([N:9]([CH3:10])[CH2:8][CH2:7][C:6]([OH:44])=[O:5])=[O:43])=[CH:13][CH:14]=2)[CH2:22][CH2:23][CH2:24][CH2:25][CH2:26]1 |f:1.2|. Procedure: To a mixture of (±)-3-({4-[2-cyclohexyl-1-(4′-trifluoromethyl-biphenyl-4-yl)-ethoxy]-benzoyl}-methyl-amino)-propionic acid tert-butyl ester (7.4 mg, 0.012 mmol) in THF (0.5 mL) is added LiOH (1 N aqueous, 0.5 mL) and stirred at 70° C. overnight. The reaction mixture is acidified with 1N HCl (1.0 mL), diluted with water, and extracted with EtOAc (3×5 mL). Combined organic extracts are dried over MgSO4, filtered, and conc. to provide (±)-3-({4-[2-cyclohexyl-1-(4′-trifluoromethyl-biphenyl-4-yl)-eth... The reactants are Cl (HCl), FC=1C(=NC=CC1SC1=CN=C(S1)NC1=NC=C(C=C1)COC)C(=O)OC (Methyl 3-fluoro-4-(2-(5-(methoxymethyl)pyridin-2-ylamino)thiazol-5-ylthio)picolinate), [OH-].[Na+] (NaOH), O (water), O (water). The solvent is C1CCOC1 (THF). Reaction conditions: temperature 23 celsius, time 30 minute. Product: FC=1C(=NC=CC1SC1=CN=C(S1)NC1=NC=C(C=C1)COC)C(=O)O (3-fluoro-4-(2-(5-(methoxymethyl)pyridin-2-ylamino)thiazol-5-ylthio)picolinic acid). The yield is 59.5%. Reaction SMILES: [F:1][C:2]1[C:3]([C:24]([O:26]C)=[O:25])=[N:4][CH:5]=[CH:6][C:7]=1[S:8][C:9]1[S:13][C:12]([NH:14][C:15]2[CH:20]=[CH:19][C:18]([CH2:21][O:22][CH3:23])=[CH:17][N:16]=2)=[N:11][CH:10]=1.[OH-].[Na+].O.Cl>C1COCC1>[F:1][C:2]1[C:3]([C:24]([OH:26])=[O:25])=[N:4][CH:5]=[CH:6][C:7]=1[S:8][C:9]1[S:13][C:12]([NH:14][C:15]2[CH:20]=[CH:19][C:18]([CH2:21][O:22][CH3:23])=[CH:17][N:16]=2)=[N:11][CH:10]=1 |f:1.2|. Reported procedure: Methyl 3-fluoro-4-(2-(5-(methoxymethyl)pyridin-2-ylamino)thiazol-5-ylthio)picolinate (0.061 g, 0.150 mmol) was dissolved in THF (5 mL) and treated aq. NaOH (5N, 0.195 mL, 0.975 mmol). The reaction was stirred at 23° C. for 30 minutes, then water (1 mL) was added and the reaction was stirred for 30 more minutes. The reaction was then acidified with conc. HCl to pH ˜2 and water was added again. This was extracted with ethyl acetate/THF and the combined organic extracts were dried over anhydrous ma...